From a dataset of the Open Reaction Database (ORD), a public repository of structured organic reaction records. describe an organic reaction: reactants, conditions, products, and yield The reactants are C(C#CC)N1C(=NC=2N=C(N(C(C12)=O)C)Cl)N1CCN(CC1)C(=O)OC(C)(C)C (t-butyl 4-[7-(2-butynyl)-2-chloro-1-methyl-6-oxo-6,7-dihydro-1H-purin-8-yl]piperazine-1-carboxylate), OCC(=O)OCC (ethyl 2-hydroxyacetate). The solvent is C(C)O (ethanol). Product: C(C#CC)N1C(=NC=2N=C(N(C(C12)=O)C)OCC(=O)OCC)N1CCNCC1 (ethyl [7-(2-butynyl)-1-methyl-6-oxo-8-(piperazin-1-yl)-6,7-dihydro-1H-purin-2-yloxy]acetate). As a reaction SMILES: [CH2:1]([N:5]1[C:13]2[C:12](=[O:14])[N:11]([CH3:15])[C:10](Cl)=[N:9][C:8]=2[N:7]=[C:6]1[N:17]1[CH2:22][CH2:21][N:20](C(OC(C)(C)C)=O)[CH2:19][CH2:18]1)[C:2]#[C:3][CH3:4].[OH:30][CH2:31][C:32]([O:34][CH2:35][CH3:36])=[O:33]>C(O)C>[CH2:1]([N:5]1[C:13]2[C:12](=[O:14])[N:11]([CH3:15])[C:10]([O:30][CH2:31][C:32]([O:34][CH2:35][CH3:36])=[O:33])=[N:9][C:8]=2[N:7]=[C:6]1[N:17]1[CH2:18][CH2:19][NH:20][CH2:21][CH2:22]1)[C:2]#[C:3][CH3:4]. Procedure details: Ethyl [7-(2-butynyl)-1-methyl-6-oxo-8-(piperazin-1-yl)-6,7-dihydro-1H-purin-2-yloxy]acetate trifluoroacetate and [7-(2-butynyl)-1-methyl-6-oxo-8-(piperazin-1-yl)-6,7-dihydro-1H-purin-2-yloxy]acetic acid trifluoroacetate [MS m/e (ESI) 361 (MH+-CF3COOH)] were obtained by treating t-butyl 4-[7-(2-butynyl)-2-chloro-1-methyl-6-oxo-6,7-dihydro-1H-purin-8-yl]piperazine-1-carboxylate using ethyl 2-hydroxyacetate, instead of ethanol, by the same method as used in Example 11. Ethyl [7-(2-butynyl)-1-methyl... Reactants: IC=1N=CN(C1)C1=NC(=CC(=N1)C(F)(F)F)C1=CC=C(C=C1)C(F)(F)F (2-(4-iodo-imidazol-1-yl)-4-trifluoromethyl-6-(4-trifluoromethylphenyl)-pyrimidine), [Cl-].[NH4+] (ammonium chloride), [Cl-].[Li+].C(C)(C)[Mg]Cl (isopropyl-magnesium chloride lithium chloride), C(CCC)[Sn](CCCC)(CCCC)Cl (tributyltin chloride). Solvent: C1CCOC1 (THF). Run at temperature 0 celsius, time 15 minute. Product: C(CCC)[Sn](C=1N=CN(C1)C1=NC(=CC(=N1)C(F)(F)F)C1=CC=C(C=C1)C(F)(F)F)(CCCC)CCCC (2-(4-Tributylstannanyl-imidazol-1-yl)-4-trifluoromethyl-6-(4-trifluoromethyl-phenyl)-pyrimidine). Yield: 41.7%. Reaction SMILES: I[C:2]1[N:3]=[CH:4][N:5]([C:7]2[N:12]=[C:11]([C:13]([F:16])([F:15])[F:14])[CH:10]=[C:9]([C:17]3[CH:22]=[CH:21][C:20]([C:23]([F:26])([F:25])[F:24])=[CH:19][CH:18]=3)[N:8]=2)[CH:6]=1.[Cl-].[Li+].C([Mg]Cl)(C)C.[CH2:34]([Sn:38](Cl)([CH2:43][CH2:44][CH2:45][CH3:46])[CH2:39][CH2:40][CH2:41][CH3:42])[CH2:35][CH2:36][CH3:37].[Cl-].[NH4+]>C1COCC1>[CH2:43]([Sn:38]([CH2:34][CH2:35][CH2:36][CH3:37])([CH2:39][CH2:40][CH2:41][CH3:42])[C:2]1[N:3]=[CH:4][N:5]([C:7]2[N:12]=[C:11]([C:13]([F:16])([F:15])[F:14])[CH:10]=[C:9]([C:17]3[CH:22]=[CH:21][C:20]([C:23]([F:26])([F:25])[F:24])=[CH:19][CH:18]=3)[N:8]=2)[CH:6]=1)[CH2:44][CH2:45][CH3:46] |f:1.2.3,5.6|. Procedure details: To a stirred solution of 2-(4-iodo-imidazol-1-yl)-4-trifluoromethyl-6-(4-trifluoromethylphenyl)-pyrimidine (Example E.68) (0.48 g, 1.0 mmol) in THF (5 mL) was added at 0° C. isopropyl-magnesium chloride lithium chloride (1M in THF, 1.22 mL, 1.22 mmol). The reaction mixture was allowed to stir for 15 min at 0° C., tributyltin chloride (0.43 g, 1.33 mmol) was added, the reaction mixture was stirred at room temperature for 16 h, poured into saturated ammonium chloride solution (30 mL) and extracted... Starting materials: COC1=C(OC2=C(N)C=CC=C2C)C=CC=C1OC (2-(2,3-dimethoxyphenoxy)-3-methylaniline), NC=1SC=CN1 (2-aminothiazole), COC1=C(OC2=C(N)C=CC=C2C)C=CC=C1OC (2-(2,3-dimethoxyphenoxy)-3-methylaniline), COC1=C(C=CC=C1OC)O (2,3-dimethoxyphenol), ClC1=C(C=CC=C1[N+](=O)[O-])C (2-chloro-3-nitrotoluene). The product is COC1=C(OC2=C(C=CC=C2[N+](=O)[O-])C)C=CC=C1OC (2-(2,3-Dimethoxyphenoxy)-3-nitrotoluene), COC1=C(OC2=C(C=CC=C2C)NC(=O)NC=2SC=CN2)C=CC=C1OC (N-[2-(2,3-Dimethoxyphenoxy)-3-methylphenyl]-N′-(thiazol-2-yl)urea). Isolated yield 61.0%. As a reaction SMILES: [CH3:1][O:2][C:3]1[C:8]([O:9][CH3:10])=[CH:7][CH:6]=[CH:5][C:4]=1[OH:11].Cl[C:13]1[C:18]([N+:19]([O-:21])=[O:20])=[CH:17][CH:16]=[CH:15][C:14]=1[CH3:22].[CH3:23][O:24][C:25]1[C:39]([O:40][CH3:41])=[CH:38][CH:37]=[CH:36][C:26]=1[O:27][C:28]1[C:34]([CH3:35])=[CH:33][CH:32]=[CH:31][C:29]=1[NH2:30].[NH2:42][C:43]1[S:44][CH:45]=[CH:46][N:47]=1>>[CH3:1][O:2][C:3]1[C:8]([O:9][CH3:10])=[CH:7][CH:6]=[CH:5][C:4]=1[O:11][C:13]1[C:18]([N+:19]([O-:21])=[O:20])=[CH:17][CH:16]=[CH:15][C:14]=1[CH3:22].[CH3:23][O:24][C:25]1[C:39]([O:40][CH3:41])=[CH:38][CH:37]=[CH:36][C:26]=1[O:27][C:28]1[C:34]([CH3:35])=[CH:33][CH:32]=[CH:31][C:29]=1[NH:30][C:4]([NH:42][C:43]1[S:44][CH:45]=[CH:46][N:47]=1)=[O:11]. Procedure details: 2-(2,3-Dimethoxyphenoxy)-3-nitrotoluene (0.80 g, 56%) was prepared from 2,3-dimethoxyphenol (0.85 g, 5.5 mmol) and 2-chloro-3-nitrotoluene (0.85 g, 5.0 mmol) following the general procedure A. This was reduced to 2-(2,3-dimethoxyphenoxy)-3-methylaniline (0.54 g, 76%) following general procedure C. N-[2-(2,3-Dimethoxyphenoxy)-3-methylphenyl]-N′-(thiazol-2-yl)urea (116 mg, 61%) was prepared from 2-(2,3-dimethoxyphenoxy)-3-methylaniline (130 mg, 0.5 mmol) and 2-aminothiazole (60 mg, 0.6 mmol) follo... Reactants: O=C(C(=O)OSC)C=1SC2=C(C1)C=C(C=C2)Cl (methylthio α-oxo-α-(5-chloro-2-benzothienyl)acetate), Cl.NO (hydroxylamine hydrochloride), [OH-].[Na+] (sodium hydroxide), CO (methanol), [OH-].[Na+] (sodium hydroxide). The solvent is O (water), C(C)(=O)OCC (ethyl acetate). Yields the product CON=C(C(=O)O)C=1SC2=C(C1)C=C(C=C2)Cl (α-methoxyimino-α-(5-chloro-2-benzothienyl)acetic acid). As a reaction SMILES: O=[C:2]([C:8]1[S:9][C:10]2[CH:16]=[CH:15][C:14]([Cl:17])=[CH:13][C:11]=2[CH:12]=1)[C:3]([O:5]SC)=[O:4].Cl.[NH2:19][OH:20].[OH-].[Na+].[CH3:23]O>C(OCC)(=O)C.O>[CH3:23][O:20][N:19]=[C:2]([C:8]1[S:9][C:10]2[CH:16]=[CH:15][C:14]([Cl:17])=[CH:13][C:11]=2[CH:12]=1)[C:3]([OH:5])=[O:4] |f:1.2,3.4|. Reported procedure: A solution of 2.6 g of methylthio α-oxo-α-(5-chloro-2-benzothienyl)acetate in 180 ml of methanol containing 840 mg of hydroxylamine hydrochloride and 10 ml of 1N sodium hydroxide was stirred at 25° C. for sixteen hours. The reaction solvent was removed by evaporation under reduced pressure to give an oil. The oil was dissolved in 100 ml of ethyl acetate and 100 ml of water, and the mixture was made alkaline to pH 10.4 by addition of 1N sodium hydroxide. The aqueous layer was separated, washed wi... Reactants: O=C([O-])[O-], Cc1ccccc1Oc1nnc(Cl)cc1Cl, Cc1nn(C)c(O)c1C(=O)c1ccc(Cl)cc1Cl, [K+], [K+]. Product: Cc1ccccc1Oc1nnc(Oc2c(C(=O)c3ccc(Cl)cc3Cl)c(C)nn2C)cc1Cl. As a reaction SMILES: [C:35](=[O:36])([O-:37])[O-:38].[Cl:19][c:20]1[c:21]([O:27][c:28]2[c:29]([CH3:34])[cH:30][cH:31][cH:32][cH:33]2)[n:22][n:23][c:24]([Cl:26])[cH:25]1.[Cl:1][c:2]1[c:3]([C:9](=[O:10])[c:11]2[c:12]([CH3:18])[n:13][n:14]([CH3:17])[c:15]2[OH:16])[cH:4][cH:5][c:6]([Cl:8])[cH:7]1.[K+:39].[K+:40]>>[Cl:1][c:2]1[c:3]([C:9](=[O:10])[c:11]2[c:12]([CH3:18])[n:13][n:14]([CH3:17])[c:15]2[O:16][c:24]2[n:23][n:22][c:21]([O:27][c:28]3[c:29]([CH3:34])[cH:30][cH:31][cH:32][cH:33]3)[c:20]([Cl:19])[cH:25]2)[cH:4][cH:5][c:6]([Cl:8])[cH:7]1. Reactants: O=Cc1cc(Br)ccc1Oc1cccc(CC(=O)O)c1, [BH3-]C#N, CC(=O)O, ClCCl, NCCc1ccccc1, [Na+]. The product is O=C(O)Cc1cccc(Oc2ccc(Br)cc2CNCCc2ccccc2)c1. As a reaction SMILES: [Br:1][c:2]1[cH:3][c:4]([CH:19]=[O:20])[c:5]([O:6][c:7]2[cH:8][c:9]([CH2:13][C:14](=[O:15])[OH:16])[cH:10][cH:11][cH:12]2)[cH:17][cH:18]1.[C:30]([BH3-:31])#[N:32].[CH3:34][C:35](=[O:36])[OH:37].[Cl:38][CH2:39][Cl:40].[NH2:21][CH2:22][CH2:23][c:24]1[cH:25][cH:26][cH:27][cH:28][cH:29]1.[Na+:33]>>[Br:1][c:2]1[cH:3][c:4]([CH2:19][NH:21][CH2:22][CH2:23][c:24]2[cH:25][cH:26][cH:27][cH:28][cH:29]2)[c:5]([O:6][c:7]2[cH:8][c:9]([CH2:13][C:14](=[O:15])[OH:16])[cH:10][cH:11][cH:12]2)[cH:17][cH:18]1. Reactants: CCCN1CCC(c2cccc(C(N)=O)c2)CC1, CN(C)C=O, O, O=P(Cl)(Cl)Cl. Yields the product CCCN1CCC(c2cccc(C#N)c2)CC1. Reaction SMILES: [CH2:1]([CH2:2][CH3:3])[N:4]1[CH2:5][CH2:6][CH:7]([c:10]2[cH:11][c:12]([C:13](=[O:14])[NH2:15])[cH:16][cH:17][cH:18]2)[CH2:8][CH2:9]1.[O:24]=[CH:25][N:26]([CH3:27])[CH3:28].[OH2:29].[P:19]([Cl:20])([Cl:21])([Cl:22])=[O:23]>>[CH2:1]([CH2:2][CH3:3])[N:4]1[CH2:5][CH2:6][CH:7]([c:10]2[cH:11][c:12]([C:13]#[N:15])[cH:16][cH:17][cH:18]2)[CH2:8][CH2:9]1.